Dataset: the Open Reaction Database (ORD), a public repository of structured organic reaction records. Task: describe an organic reaction: reactants, conditions, products, and yield The reactants are C1CCOC1, C[O-], COc1ccc2c(c1)CCC2=O, CCOC=O, Cl, [Na+]. Product: COc1ccc2c(c1)CC(=CO)C2=O. Reaction SMILES: [CH2:22]1[O:23][CH2:24][CH2:25][CH2:26]1.[CH3:1][O-:2].[CH3:9][O:10][c:11]1[cH:12][c:13]2[c:17]([cH:18][cH:19]1)[C:16](=[O:20])[CH2:15][CH2:14]2.[CH:4](=[O:5])[O:6][CH2:7][CH3:8].[ClH:21].[Na+:3]>>[CH:4]([OH:5])=[C:15]1[CH2:14][c:13]2[cH:12][c:11]([O:10][CH3:9])[cH:19][cH:18][c:17]2[C:16]1=[O:20]. The reactants are O=C(OC(Cl)(Cl)Cl)Cl (diphosgene), methyl ester, N[C@@H](CCC(N)=O)C(=O)O (glutamine), C (charcoal). Solvent: O1CCOCC1 (dioxane). The product is [N-]=C=O.COC([C@@H](N)CCC(N)=O)=O (glutamine methyl ester isocyanate). RXN SMILES: [O:1]=[C:2](Cl)[O:3][C:4](Cl)(Cl)Cl.[NH2:9][C@H:10](C(O)=O)[CH2:11][CH2:12][C:13](=[O:15])[NH2:14].C>O1CCOCC1>[N-:14]=[C:13]=[O:15].[CH3:4][O:3][C:2](=[O:1])[C@H:10]([CH2:11][CH2:12][C:13](=[O:15])[NH2:14])[NH2:9] |f:4.5|. Procedure details: 0.35 mol diphosgene is added dropwise over 1 hour to a mixture of 0.28 mol of the methyl ester of glutamine and 0.4 g activated charcoal in 400 mL dioxane under N2. The reaction mixture is then heated and stirred at reflux for 21/2 hours. The reaction mixture is then cooled, filtered, and concentrated to dryness by rotary evaporator, keeping exposure to moisture to a minimum. The crude product is re-dissolved in 100 mL THF, and the pH of the solution is adjusted to 5.5-6.0 by addition of pyridin... Product: FC1=CC=C(C=C1)N1N=CC=2C(=CC=CC12)C(=O)O (1-(4-fluoro-phenyl)-1H-indazole-4-carboxylic acid). RXN SMILES: C[O:2][C:3]([C:5]1[C:6]2[CH:7]=[N:8][N:9]([C:14]3[CH:19]=[CH:18][C:17]([F:20])=[CH:16][CH:15]=3)[C:10]=2[CH:11]=[CH:12][CH:13]=1)=[O:4].[OH-].[Na+].Cl>O.CO>[F:20][C:17]1[CH:16]=[CH:15][C:14]([N:9]2[C:10]3[CH:11]=[CH:12][CH:13]=[C:5]([C:3]([OH:4])=[O:2])[C:6]=3[CH:7]=[N:8]2)=[CH:19][CH:18]=1 |f:1.2|. Reactants: COC(=O)C=1C=2C=NN(C2C=CC1)C1=CC=C(C=C1)F (1-(4-fluoro-phenyl)-1H-indazole-4-carboxylic acid methyl ester), [OH-].[Na+] (sodium hydroxide), Cl (HCl). Run in O (water), CO (methanol). Procedure details: To a stirred solution of 1-(4-fluoro-phenyl)-1H-indazole-4-carboxylic acid methyl ester (2.0 g, 7.4 mmol) in water (20 mL) and methanol (20 mL) was added a solution of 2 N sodium hydroxide (10 mL). The solution was warmed at reflux for 1 hour. The solution was cooled to room temperature and acidified with 1 N aqueous HCl (pH=3-4). The white solid was obtained by filtration, washed with MeOH (30 mL) and dried to afford 1-(4-fluoro-phenyl)-1H-indazole-4-carboxylic acid.